From a dataset of the Open Reaction Database (ORD), a public repository of structured organic reaction records. describe an organic reaction: reactants, conditions, products, and yield Starting materials: C(C=C)N1C=C(C2=CC(=CC=C12)CC(NCCCC)=O)CC1=C(C=C(C(=O)NS(=O)(=O)C2=C(C=CC=C2)C)C=C1)OC (4-[1-allyl-5-(butylcarbamoyl)methylindol-3-ylmethyl]-3-methoxy-N-(2-methylphenylsulfonyl)benzamide). The reagents and catalysts are [Pd] (palladium-on-carbon). Solvent: [OH-].[Na+] (sodium hydroxide), C(C)O (ethanol). Product: C(CCC)NC(=O)CC=1C=C2C(=CN(C2=CC1)CCC)CC1=C(C=C(C(=O)NS(=O)(=O)C2=C(C=CC=C2)C)C=C1)OC (4-[5-(Butylcarbamoyl)methyl-1-propylindol-3-ylmethyl]-3-methoxy-N-(2-methylphenylsulfonyl)benzamide). The yield is 76.9%. RXN SMILES: [CH2:1]([N:4]1[C:12]2[C:7](=[CH:8][C:9]([CH2:13][C:14](=[O:20])[NH:15][CH2:16][CH2:17][CH2:18][CH3:19])=[CH:10][CH:11]=2)[C:6]([CH2:21][C:22]2[CH:40]=[CH:39][C:25]([C:26]([NH:28][S:29]([C:32]3[CH:37]=[CH:36][CH:35]=[CH:34][C:33]=3[CH3:38])(=[O:31])=[O:30])=[O:27])=[CH:24][C:23]=2[O:41][CH3:42])=[CH:5]1)[CH:2]=[CH2:3]>[OH-].[Na+].C(O)C.[Pd]>[CH2:16]([NH:15][C:14]([CH2:13][C:9]1[CH:8]=[C:7]2[C:12](=[CH:11][CH:10]=1)[N:4]([CH2:1][CH2:2][CH3:3])[CH:5]=[C:6]2[CH2:21][C:22]1[CH:40]=[CH:39][C:25]([C:26]([NH:28][S:29]([C:32]2[CH:37]=[CH:36][CH:35]=[CH:34][C:33]=2[CH3:38])(=[O:31])=[O:30])=[O:27])=[CH:24][C:23]=1[O:41][CH3:42])=[O:20])[CH2:17][CH2:18][CH3:19] |f:1.2|. Procedure details: A solution of 4-[1-allyl-5-(butylcarbamoyl)methylindol-3-ylmethyl]-3-methoxy-N-(2-methylphenylsulfonyl)benzamide (0.35 g) in 1N sodium hydroxide (0.6 ml) and ethanol (10 ml) was hydrogenated at 3.45 bar in the presence of 10% (w/w) palladium-on-carbon (0.09 g) for 3 hours. The catalyst was removed by was evaporated. The residue was dissolved in H2O (10 ml) and the resultant aqueous solution was acidified with 10% (v/v) hydrochloric acid. The white precipitate which formed was collected by filtra... The reactants are N(=C=O)C[Si](C)(C)OC ((isocyanatomethyl)methoxy-dimethylsilane), C1(CCCCCN1)=O (ε-caprolactam). Run in O1CCOCC1 (dioxane). Conditions: time 4 hour. Product: CO[Si](C)(C)CNC(=O)N1C(CCCCC1)=O (hexahydro-N-[(methoxy-dimethylsilyl)methyl]-2-oxo-1H-azepine-1-carboxamide). RXN SMILES: [N:1]([CH2:4][Si:5]([O:8][CH3:9])([CH3:7])[CH3:6])=[C:2]=[O:3].[C:10]1(=[O:17])[NH:16][CH2:15][CH2:14][CH2:13][CH2:12][CH2:11]1>O1CCOCC1>[CH3:9][O:8][Si:5]([CH2:4][NH:1][C:2]([N:16]1[CH2:15][CH2:14][CH2:13][CH2:12][CH2:11][C:10]1=[O:17])=[O:3])([CH3:7])[CH3:6]. Procedure details: A solution of 1.45 g of (isocyanatomethyl)methoxy-dimethylsilane and 1.13 g of ε-caprolactam in 25 ml of anhydrous dioxane was heated at reflux with stirring for 4 h. The solvent was subsequently removed under reduced pressure. This gave hexahydro-N-[(methoxydimethylsilyl)methyl]-2-oxo-1H-azepine-1-carboxamide in quantitative yield with a purity of >90% (analysis by 1H NMR). Starting materials: CC(=O)O, Cc1cccc(-c2[nH]c(Cc3ccc(F)c(C#N)c3)nc2-c2ccc3nccnc3c2)n1, [NH4+], [OH-], O, O=S(=O)(O)O. Yields the product Cc1cccc(-c2[nH]c(Cc3ccc(F)c(C(N)=O)c3)nc2-c2ccc3nccnc3c2)n1. Reaction SMILES: [CH3:40][C:41](=[O:42])[OH:43].[F:1][c:2]1[c:3]([C:4]#[N:5])[cH:6][c:7]([CH2:10][c:11]2[nH:12][c:13](-[c:26]3[n:27][c:28]([CH3:32])[cH:29][cH:30][cH:31]3)[c:14](-[c:16]3[cH:17][c:18]4[n:19][cH:20][cH:21][n:22][c:23]4[cH:24][cH:25]3)[n:15]2)[cH:8][cH:9]1.[NH4+:39].[OH-:38].[OH2:44].[S:33]([OH:34])(=[O:35])(=[O:36])[OH:37]>>[F:1][c:2]1[c:3]([C:4]([NH2:5])=[O:34])[cH:6][c:7]([CH2:10][c:11]2[nH:12][c:13](-[c:26]3[n:27][c:28]([CH3:32])[cH:29][cH:30][cH:31]3)[c:14](-[c:16]3[cH:17][c:18]4[n:19][cH:20][cH:21][n:22][c:23]4[cH:24][cH:25]3)[n:15]2)[cH:8][cH:9]1. Reactants: BrCCCO (3-bromopropanol), ClC=1C=C(C=C(C1O)OC)CCC(=O)C1=C2C[C@@H]3[C@H](C2=C(S1)C)C3(C)C (3-(3-chloro-4-hydroxy-5-methoxy-phenyl)-1-((1aS,5aR)-1,1,2-trimethyl-1,1a,5,5a-tetrahydro-3-thia-cyclopropa[a]pentalen-4-yl)-propan-1-one), ClC=1C=C(C=C(C1O)OC)CCC(=O)C1=C2C[C@@H]3[C@H](C2=C(S1)C)C3(C)C (3-(3-chloro-4-hydroxy-5-methoxy-phenyl)-1-((1aS,5aR)-1,1,2-trimethyl-1,1a,5,5a-tetrahydro-3-thia-cyclopropa[a]pentalen-4-yl)-propan-1-one), BrCCCO (3-bromopropanol). Run in C(C)(C)O (isopropanol), [OH-].[Na+] (NaOH). Run at temperature 70 celsius, time 2 hour. Product: ClC=1C=C(C=C(C1OCCCO)OC)CCC(=O)C1=C2C[C@@H]3[C@H](C2=C(S1)C)C3(C)C (3-[3-chloro-4-(3-hydroxy-propoxy)-5-methoxy-phenyl]-1-((1aS,5aR)-1,1,2-trimethyl-1,1a,5,5a-tetrahydro-3-thia-cyclopropa[a]pentalen-4-yl)-propan-1-one). The yield is 50.0%. Reaction SMILES: [Cl:1][C:2]1[CH:3]=[C:4]([CH2:11][CH2:12][C:13]([C:15]2[S:22][C:21]([CH3:23])=[C:20]3[C:16]=2[CH2:17][C@H:18]2[C:24]([CH3:26])([CH3:25])[C@H:19]23)=[O:14])[CH:5]=[C:6]([O:9][CH3:10])[C:7]=1[OH:8].Br[CH2:28][CH2:29][CH2:30][OH:31]>C(O)(C)C.[OH-].[Na+]>[Cl:1][C:2]1[CH:3]=[C:4]([CH2:11][CH2:12][C:13]([C:15]2[S:22][C:21]([CH3:23])=[C:20]3[C:16]=2[CH2:17][C@H:18]2[C:24]([CH3:26])([CH3:25])[C@H:19]23)=[O:14])[CH:5]=[C:6]([O:9][CH3:10])[C:7]=1[O:8][CH2:28][CH2:29][CH2:30][OH:31] |f:3.4|. Procedure details: A solution of 3-(3-chloro-4-hydroxy-5-methoxy-phenyl)-1-((1aS,5aR)-1,1,2-trimethyl-1,1a,5,5a-tetrahydro-3-thia-cyclopropa[a]pentalen-4-yl)-propan-1-one (800 mg, 2.05 mmol, Intermediate 14) in isopropanol (30 mL) and 2 N aq. NaOH (10 mL) is treated with 3-bromopropanol (569 mg, 4.09 mmol). The dark red reaction mixture is stirred at 70° C. After 4.5 and 22 h another portion of 3-bromopropanol (569 mg, 4.09 mmol) is added. Stirring is continued for further 2 h after the last addition. The solvent ... The reactants are FC1=C(COC2=CC=C(C=C2)CO)C=CC(=C1)F ([4-(2,4-Difluoro-benzyloxy)-phenyl]-methanol), COC(COC1=C(C=C(C=C1)SCC1=CC=C(C=C1)OCC1=C(C=C(C=C1)F)F)C)=O ({4-[4-(2,4-Difluoro-benzyloxy)-benzylsulfanyl]-2-methyl-phenoxy}-acetic acid methyl ester), COC(COC1=C(C=C(C=C1)SCC1=CC=C(C=C1)OCC1=C(C=C(C=C1)F)F)C)=O ({4-[4-(2,4-Difluoro-benzyloxy)-benzylsulfanyl]-2-methyl-phenoxy}-acetic acid methyl ester). Product: FC1=C(COC2=CC=C(CSC3=CC(=C(OCC(=O)O)C=C3)C)C=C2)C=CC(=C1)F ({4-[4-(2,4-Difluoro-benzyloxy)-benzylsulfanyl]-2-methyl-phenoxy}-acetic acid). As a reaction SMILES: FC1C=C(F)C=CC=1COC1C=CC(CO)=CC=1.C[O:20][C:21](=[O:49])[CH2:22][O:23][C:24]1[CH:29]=[CH:28][C:27]([S:30][CH2:31][C:32]2[CH:37]=[CH:36][C:35]([O:38][CH2:39][C:40]3[CH:45]=[CH:44][C:43]([F:46])=[CH:42][C:41]=3[F:47])=[CH:34][CH:33]=2)=[CH:26][C:25]=1[CH3:48]>>[F:47][C:41]1[CH:42]=[C:43]([F:46])[CH:44]=[CH:45][C:40]=1[CH2:39][O:38][C:35]1[CH:36]=[CH:37][C:32]([CH2:31][S:30][C:27]2[CH:28]=[CH:29][C:24]([O:23][CH2:22][C:21]([OH:49])=[O:20])=[C:25]([CH3:48])[CH:26]=2)=[CH:33][CH:34]=1. Procedure: The title compound was prepared in the manner analogous to Example 3B using 31A. MS m/z 233 (M-Cl). Step 3. Preparation of {4-[4-(2,4-Difluoro-benzyloxy)-benzylsulfanyl]-2-methyl-phenoxy}-acetic acid methyl ester (Compound 31C)